From a dataset of the Open Reaction Database (ORD), a public repository of structured organic reaction records. describe an organic reaction: reactants, conditions, products, and yield Reactants: O=C([O-])O, CCCCn1ncc2ccc(C(=O)OC)cc21, CO, Cl, [Na+], [Na+], [OH-]. The product is CCCCn1ncc2ccc(C(=O)O)cc21. Reaction SMILES: [C:18](=[O:19])([OH:20])[O-:21].[CH2:1]([CH2:2][CH2:3][CH3:4])[n:5]1[n:6][cH:7][c:8]2[cH:9][cH:10][c:11]([C:14](=[O:15])[O:16][CH3:17])[cH:12][c:13]12.[CH3:26][OH:27].[ClH:25].[Na+:22].[Na+:24].[OH-:23]>>[CH2:1]([CH2:2][CH2:3][CH3:4])[n:5]1[n:6][cH:7][c:8]2[cH:9][cH:10][c:11]([C:14](=[O:15])[OH:16])[cH:12][c:13]12. Reactants: NC=1C=CC(=NC1)F (5-amino-2-fluoropyridine), C(C)(C)(C)OC(=O)N1CCC(CC1)C=1SC=C(N1)C=O (4-(4-Formyl-thiazol-2-yl)-piperidine-1-carboxylic acid tert-butyl ester), C(C)(=O)O[BH-](OC(C)=O)OC(C)=O.[Na+] (Sodium triacetoxyborohydride). The solvent is C(Cl)Cl (DCM). Conditions: time 3 hour. Yields the product C(C)(C)(C)OC(=O)N1CCC(CC1)C=1SC=C(N1)CNC=1C=NC(=CC1)F (4-{4-[(6-Fluoro-pyridin-3-ylamino)-methyl]-thiazol-2-yl}-piperidine-1-carboxylic acid tert-butyl ester). RXN SMILES: [NH2:1][C:2]1[CH:3]=[CH:4][C:5]([F:8])=[N:6][CH:7]=1.[C:9]([O:13][C:14]([N:16]1[CH2:21][CH2:20][CH:19]([C:22]2[S:23][CH:24]=[C:25]([CH:27]=O)[N:26]=2)[CH2:18][CH2:17]1)=[O:15])([CH3:12])([CH3:11])[CH3:10].C(O[BH-](OC(=O)C)OC(=O)C)(=O)C.[Na+]>C(Cl)Cl>[C:9]([O:13][C:14]([N:16]1[CH2:17][CH2:18][CH:19]([C:22]2[S:23][CH:24]=[C:25]([CH2:27][NH:1][C:2]3[CH:7]=[N:6][C:5]([F:8])=[CH:4][CH:3]=3)[N:26]=2)[CH2:20][CH2:21]1)=[O:15])([CH3:12])([CH3:11])[CH3:10] |f:2.3|. Procedure: 5-amino-2-fluoropyridine (0.476 g, 4.2 mmol) was added to 4-(4-Formyl-thiazol-2-yl)-piperidine-1-carboxylic acid tert-butyl ester (0.84 g, 2.8 mmol) in dry DCM (10 mL). Sodium triacetoxyborohydride (0.9 g, 4.2 mmol) was then added. The reaction was stirred for 3 hours at room temperature under N2. The organic layer was washed with 2M NaOH solution, water, brine, dried (MgSO4), and the solvent was removed in vacuo. The material was purified by silica gel chromatography (DCM/methanol: 10:1 v/v) to... Starting materials: C(CC#CCCCC)O (3-octyn-1-ol), N1=CC=CC=C1 (pyridine), [H][H] (Hydrogen), [H][H] (hydrogen). Reagents/catalysts: [Pd].CC(=O)[O-].CC(=O)[O-].[Pb+2] (Lindlar catalyst). The solvent is CCCCCC (n-hexane). Product: C(C\C=C/CCCC)O (cis-3-octen-1-ol). Reaction SMILES: [H][H].[CH2:3]([OH:11])[CH2:4][C:5]#[C:6][CH2:7][CH2:8][CH2:9][CH3:10].N1C=CC=CC=1>CCCCCC.[Pd].CC([O-])=O.CC([O-])=O.[Pb+2]>[CH2:3]([OH:11])[CH2:4]/[CH:5]=[CH:6]\[CH2:7][CH2:8][CH2:9][CH3:10] |f:4.5.6.7|. Procedure details: Hydrogen gas was blown into a solution prepared by dissolving 126 g of 3-octyn-1-ol in 100 ml of n-hexane with admixture of 10 g of a Lindlar catalyst and 10 g of pyridine and the introduction of hydrogen was continued for about 4 hours when absorption of hydrogen had ceased. Removal of solid matter from the reaction mixture by filtration and stripping of n-hexane gave cis-3-octen-1-ol, which was dissolved in a mixture of 250 g of methylene chloride and 111 g of triethylamine. The reactants are BrB(Br)Br, COC(=O)C1=Cc2ccc(OC)cc21, ClCCl. Product: COC(=O)C1=Cc2ccc(O)cc21. As a reaction SMILES: [B:1]([Br:2])([Br:3])[Br:4].[CH3:5][O:6][C:7](=[O:8])[C:9]1=[CH:10][c:11]2[c:12]1[cH:13][c:14]([O:17][CH3:18])[cH:15][cH:16]2.[Cl:19][CH2:20][Cl:21]>>[CH3:5][O:6][C:7](=[O:8])[C:9]1=[CH:10][c:11]2[c:12]1[cH:13][c:14]([OH:17])[cH:15][cH:16]2.